From a dataset of the Open Reaction Database (ORD), a public repository of structured organic reaction records. describe an organic reaction: reactants, conditions, products, and yield The reactants are CCOCC, CCO, Cc1ccc(CC#N)cc1C, [Na+], N#C[Na], C1CCOC1, [OH-], O. Yields the product Cc1ccc(CCN)cc1C. RXN SMILES: [CH2:23]([O:24][CH2:25][CH3:26])[CH3:27].[CH2:28]([OH:29])[CH3:30].[CH3:4][c:5]1[cH:6][c:7]([CH2:8][C:9]#[N:10])[cH:11][cH:12][c:13]1[CH3:14].[Na+:16].[Na:1][C:2]#[N:3].[O:18]1[CH2:19][CH2:20][CH2:21][CH2:22]1.[OH-:15].[OH2:17]>>[CH3:4][c:5]1[cH:6][c:7]([CH2:8][CH2:9][NH2:10])[cH:11][cH:12][c:13]1[CH3:14]. The reactants are BrC1=C(C=C(C=C1)S(=O)(=O)Cl)C (4-bromo-3-methyl-benzenesulfonyl chloride), [NH4+].[OH-] (NH4OH), FC(C=1C=C(C=C(C1)C(F)(F)F)[C@@H]1[C@@H](N(C(O1)=O)CC1=C(C=CC(=C1)C(F)(F)F)C1=C(C=CC(=C1)B1OC(C(O1)(C)C)(C)C)OC)C)(F)F ((4S,5R)-5-[3,5-bis(trifluoromethyl)phenyl]-3-{[2′-methoxy-5′-(4,4,5,5-tetramethyl-1,3,2-dioxaborolan-2-yl)-4-(trifluoromethyl)biphenyl-2-yl]methyl}-4-methyl-1,3-oxazolidin-2-one), C([O-])([O-])=O.[Na+].[Na+] (sodium carbonate). The reagents and catalysts are [Pd].C1(=CC=CC=C1)P(C1=CC=CC=C1)C1=CC=CC=C1.C1(=CC=CC=C1)P(C1=CC=CC=C1)C1=CC=CC=C1.C1(=CC=CC=C1)P(C1=CC=CC=C1)C1=CC=CC=C1.C1(=CC=CC=C1)P(C1=CC=CC=C1)C1=CC=CC=C1 (tetrakis(triphenylphosphine) palladium). Run in O1CCOCC1 (dioxane), C1(=CC=CC=C1)C (toluene), CCO (EtOH), O (water). Conditions: time 4 hour. Product: FC(C=1C=C(C=C(C1)C(F)(F)F)[C@@H]1[C@@H](N(C(O1)=O)CC1=C(C=CC(=C1)C(F)(F)F)C=1C=C(C=CC1OC)C1=C(C=C(C=C1)S(=O)(=O)N)C)C)(F)F (2″-({(4S,5R)-5-[3,5-bis(trifluoromethyl)phenyl]-4-methyl-2-oxo-1,3-oxazolidin-3-yl}methyl)-4′-methoxy-2-methyl-4″-(trifluoromethyl)-1,1′:3′,1″-terphenyl-4-sulfonamide). As a reaction SMILES: Br[C:2]1[CH:7]=[CH:6][C:5]([S:8](Cl)(=[O:10])=[O:9])=[CH:4][C:3]=1[CH3:12].[NH4+:13].[OH-].[F:15][C:16]([F:63])([F:62])[C:17]1[CH:18]=[C:19]([C@H:27]2[O:31][C:30](=[O:32])[N:29]([CH2:33][C:34]3[CH:39]=[C:38]([C:40]([F:43])([F:42])[F:41])[CH:37]=[CH:36][C:35]=3[C:44]3[CH:49]=[C:48](B4OC(C)(C)C(C)(C)O4)[CH:47]=[CH:46][C:45]=3[O:59][CH3:60])[C@H:28]2[CH3:61])[CH:20]=[C:21]([C:23]([F:26])([F:25])[F:24])[CH:22]=1.C(=O)([O-])[O-].[Na+].[Na+]>O1CCOCC1.[Pd].C1(P(C2C=CC=CC=2)C2C=CC=CC=2)C=CC=CC=1.C1(P(C2C=CC=CC=2)C2C=CC=CC=2)C=CC=CC=1.C1(P(C2C=CC=CC=2)C2C=CC=CC=2)C=CC=CC=1.C1(P(C2C=CC=CC=2)C2C=CC=CC=2)C=CC=CC=1.C1(C)C=CC=CC=1.CCO.O>[F:15][C:16]([F:63])([F:62])[C:17]1[CH:18]=[C:19]([C@H:27]2[O:31][C:30](=[O:32])[N:29]([CH2:33][C:34]3[CH:39]=[C:38]([C:40]([F:43])([F:42])[F:41])[CH:37]=[CH:36][C:35]=3[C:44]3[CH:49]=[C:48]([C:2]4[CH:7]=[CH:6][C:5]([S:8]([NH2:13])(=[O:10])=[O:9])=[CH:4][C:3]=4[CH3:12])[CH:47]=[CH:46][C:45]=3[O:59][CH3:60])[C@H:28]2[CH3:61])[CH:20]=[C:21]([C:23]([F:26])([F:25])[F:24])[CH:22]=1 |f:1.2,4.5.6,8.9.10.11.12|. Procedure: To a solution of 4-bromo-3-methyl-benzenesulfonyl chloride (120 mg, 0.37 mmol) in dioxane (5 ml) at room temperature, concentrated NH4OH (1 ml) was added. The mixture was stirred at room temperature for 4 h. A solution of the title compound from Example 21, Step A (100 mg, 0.14 mmol), sodium carbonate (30 mg, 0.28 mmol), and catalytic amount of tetrakis(triphenylphosphine) palladium (5% mol) in 14 ml of 1:2:4 mixture of water:EtOH:toluene was stirred under reflux for 6 h. The solvents were remov... Reaction SMILES: [OH:1][C:2]1[O:6][N:5]([CH3:7])[C:4](=[O:8])[C:3]=1[C:9]1[CH:14]=[CH:13][CH:12]=[CH:11][C:10]=1[O:15][C:16]1[CH:21]=[CH:20][CH:19]=[C:18]([O:22][CH3:23])[CH:17]=1.[C:24]1(C)C=CC=CC=1.C[Si](C=[N+]=[N-])(C)C>CO.CCCCCC>[CH3:24][O:1][C:2]1[O:6][N:5]([CH3:7])[C:4](=[O:8])[C:3]=1[C:9]1[CH:14]=[CH:13][CH:12]=[CH:11][C:10]=1[O:15][C:16]1[CH:21]=[CH:20][CH:19]=[C:18]([O:22][CH3:23])[CH:17]=1. Starting materials: OC1=C(C(N(O1)C)=O)C1=C(C=CC=C1)OC1=CC(=CC=C1)OC (5-Hydroxy-4-[2-(3-methoxyphenoxy)phenyl]-2-methyl-3(2H)-isoxazolone), C[Si](C)(C)C=[N+]=[N-] (Trimethylsilyldiazomethane), solution, C1(=CC=CC=C1)C (toluene). Run in CO (methanol), CCCCCC (hexane). Procedure details: 5-Hydroxy-4-[2-(3-methoxyphenoxy)phenyl]-2-methyl-3(2H)-isoxazolone (2.5 g) was dissolved in 3 mL of methanol and 15 mL of toluene and cooled in an icebath. Trimethylsilyldiazomethane (5 mL of a 2.0 M solution in hexane) was added dropwise. Gas evolution was observed. The resulting yellow solution was stirred at room temperature overnight. The solvents were removed under reduced pressure and the residue was purified by flash chromatography (1:1 hexane:ethyl acetate as eluant). The second eluting... The yield is 36.0%. Run at time 8 hour. Product: COC1=C(C(N(O1)C)=O)C1=C(C=CC=C1)OC1=CC(=CC=C1)OC (5-Methoxy-4-[2-(3-methoxyphenoxy)phenyl]-2-methyl-3(2H)-isoxazolone). The reactants are N1=C(C=CC=C1)CCl (2-Picolyl chloride), Cl (hydrochloride), C1(=CC=CC=C1)P(C1=CC=CC=C1)C1=CC=CC=C1 (triphenyl phosphine). Run in C1(=CC=CC=C1)C (toluene). Product: [Cl-].N1=C(C=CC=C1)C[P+](C1=CC=CC=C1)(C1=CC=CC=C1)C1=CC=CC=C1 (2-Picolyl triphenyl phosphonium chloride). As a reaction SMILES: [N:1]1[CH:6]=[CH:5][CH:4]=[CH:3][C:2]=1[CH2:7][Cl:8].Cl.[C:10]1([P:16]([C:23]2[CH:28]=[CH:27][CH:26]=[CH:25][CH:24]=2)[C:17]2[CH:22]=[CH:21][CH:20]=[CH:19][CH:18]=2)[CH:15]=[CH:14][CH:13]=[CH:12][CH:11]=1>C1(C)C=CC=CC=1>[Cl-:8].[N:1]1[CH:6]=[CH:5][CH:4]=[CH:3][C:2]=1[CH2:7][P+:16]([C:17]1[CH:18]=[CH:19][CH:20]=[CH:21][CH:22]=1)([C:23]1[CH:28]=[CH:27][CH:26]=[CH:25][CH:24]=1)[C:10]1[CH:11]=[CH:12][CH:13]=[CH:14][CH:15]=1 |f:4.5|. Procedure: 2-Picolyl chloride (7.4 g, 58 mmol) (from the hydrochloride) and triphenyl phosphine (16.7 g, 64 mmol) in toluene (100 ml) were heated at reflux for 18 hours. The reaction mixture was cooled in an ice-bath, the precipitated product filtered off and washed with toluene to yield the dried product. Reactants: COc1ccc(-n2nc(C(C)(C)C)cc2NC(=O)c2nccc3cc(Oc4cc(Cl)ncn4)ccc23)cc1, O=C([O-])[O-], CCOC(C)=O, CC(N)=O, [Cs+], [Cs+], C1COCCO1, O=C(C=Cc1ccccc1)C=Cc1ccccc1, O=C(C=Cc1ccccc1)C=Cc1ccccc1, O=C(C=Cc1ccccc1)C=Cc1ccccc1, O, [Pd], [Pd]. Product: COc1ccc(-n2nc(C(C)(C)C)cc2NC(=O)c2nccc3cc(Oc4cc(NC(C)=O)ncn4)ccc23)cc1. RXN SMILES: [C:1]([CH3:2])([CH3:3])([CH3:4])[c:5]1[cH:6][c:7]([NH:18][C:19](=[O:20])[c:21]2[n:22][cH:23][cH:24][c:25]3[cH:26][c:27]([O:31][c:32]4[n:33][cH:34][n:35][c:36]([Cl:38])[cH:37]4)[cH:28][cH:29][c:30]23)[n:8](-[c:10]2[cH:11][cH:12][c:13]([O:16][CH3:17])[cH:14][cH:15]2)[n:9]1.[C:39](=[O:40])([O-:41])[O-:42].[CH3:112][CH2:113][O:114][C:115]([CH3:116])=[O:117].[CH3:45][C:46]([NH2:47])=[O:48].[Cs+:43].[Cs+:44].[O:50]1[CH2:51][CH2:52][O:53][CH2:54][CH2:55]1.[O:58]=[C:59]([CH:60]=[CH:61][c:62]1[cH:63][cH:64][cH:65][cH:66][cH:67]1)[CH:68]=[CH:69][c:70]1[cH:71][cH:72][cH:73][cH:74][cH:75]1.[O:76]=[C:77]([CH:78]=[CH:79][c:80]1[cH:81][cH:82][cH:83][cH:84][cH:85]1)[CH:86]=[CH:87][c:88]1[cH:89][cH:90][cH:91][cH:92][cH:93]1.[O:94]=[C:95]([CH:96]=[CH:97][c:98]1[cH:99][cH:100][cH:101][cH:102][cH:103]1)[CH:104]=[CH:105][c:106]1[cH:107][cH:108][cH:109][cH:110][cH:111]1.[OH2:49].[Pd:56].[Pd:57]>>[C:1]([CH3:2])([CH3:3])([CH3:4])[c:5]1[cH:6][c:7]([NH:18][C:19](=[O:20])[c:21]2[n:22][cH:23][cH:24][c:25]3[cH:26][c:27]([O:31][c:32]4[n:33][cH:34][n:35][c:36]([NH:47][C:46]([CH3:45])=[O:48])[cH:37]4)[cH:28][cH:29][c:30]23)[n:8](-[c:10]2[cH:11][cH:12][c:13]([O:16][CH3:17])[cH:14][cH:15]2)[n:9]1.